This data is from the Open Reaction Database (ORD), a public repository of structured organic reaction records. The task is: describe an organic reaction: reactants, conditions, products, and yield The reactants are [Al+3], CCCCCCN1CCC(C)(c2cccc(C#N)c2)C(C)C1, CCOCC, [H-], [H-], [H-], [H-], [Li+], [Na+], C1CCOC1, [OH-], O. The product is CCCCCCN1CCC(C)(c2cccc(CN)c2)C(C)C1. Reaction SMILES: [Al+3:24].[CH2:1]([CH2:2][CH2:3][CH2:4][CH2:5][CH3:6])[N:7]1[CH2:8][CH:9]([CH3:22])[C:10]([c:13]2[cH:14][c:15]([C:19]#[N:20])[cH:16][cH:17][cH:18]2)([CH3:21])[CH2:11][CH2:12]1.[CH3:29][CH2:30][O:31][CH2:32][CH3:33].[H-:23].[H-:26].[H-:27].[H-:28].[Li+:25].[Na+:35].[O:36]1[CH2:37][CH2:38][CH2:39][CH2:40]1.[OH-:34].[OH2:41]>>[CH2:1]([CH2:2][CH2:3][CH2:4][CH2:5][CH3:6])[N:7]1[CH2:8][CH:9]([CH3:22])[C:10]([c:13]2[cH:14][c:15]([CH2:19][NH2:20])[cH:16][cH:17][cH:18]2)([CH3:21])[CH2:11][CH2:12]1. Procedure: In a mixture of DME (50 ml) and ethanol (2 ml) was dissolved 3-ethyl-7-[4-(4-fluorobenzoyl)benzyl]-5-methyl-2-methylthio-7H-pyrrolo[2,3-d]pyrimidin-4(3H)-one (344 mg) followed by addition of acetic acid (224 mg), and the mixture was warmed to 40° C. Then, Raney nickel was added until disappearance of the starting compound had been verified by TLC. The catalyst was then filtered off and the solvent was distilled off under reduced pressure. The residue was dissolved in ethyl acetate, washed with s... Isolated yield 74.8%. Run in COCCOC (DME), C(C)O (ethanol). Reagents/catalysts: [Ni] (Raney nickel). Conditions: temperature 40 celsius. Reactants: C(C)N1C(=NC2=C(C1=O)C(=CN2CC2=CC=C(C=C2)C(C2=CC=C(C=C2)F)=O)C)SC (3-ethyl-7-[4-(4-fluorobenzoyl)benzyl]-5-methyl-2-methylthio-7H-pyrrolo[2,3-d]pyrimidin-4(3H)-one), C(C)(=O)O (acetic acid). As a reaction SMILES: [CH2:1]([N:3]1[C:8](=[O:9])[C:7]2[C:10]([CH3:29])=[CH:11][N:12]([CH2:13][C:14]3[CH:19]=[CH:18][C:17]([C:20](=[O:28])[C:21]4[CH:26]=[CH:25][C:24]([F:27])=[CH:23][CH:22]=4)=[CH:16][CH:15]=3)[C:6]=2[N:5]=[C:4]1SC)[CH3:2].C(O)(=O)C>COCCOC.C(O)C.[Ni]>[CH2:1]([N:3]1[C:8](=[O:9])[C:7]2[C:10]([CH3:29])=[CH:11][N:12]([CH2:13][C:14]3[CH:15]=[CH:16][C:17]([C:20](=[O:28])[C:21]4[CH:22]=[CH:23][C:24]([F:27])=[CH:25][CH:26]=4)=[CH:18][CH:19]=3)[C:6]=2[N:5]=[CH:4]1)[CH3:2]. Yields the product C(C)N1C=NC2=C(C1=O)C(=CN2CC2=CC=C(C=C2)C(C2=CC=C(C=C2)F)=O)C (3-Ethyl-7-[4-(4-fluorobenzoyl)benzyl]-5-methyl-7H-pyrrolo [2,3-d]pyrimidin-4(3H)-one). The reactants are O=C(O)c1ccc(Cl)c(Br)c1, O=C([O-])[O-], CC#N, [Cs+], [Cs+], CCI. Reaction SMILES: [Br:1][c:2]1[cH:3][c:4]([C:5](=[O:6])[OH:7])[cH:8][cH:9][c:10]1[Cl:11].[C:12](=[O:13])([O-:14])[O-:15].[CH3:21][C:22]#[N:23].[Cs+:16].[Cs+:17].[I:18][CH2:19][CH3:20]>>[Br:1][c:2]1[cH:3][c:4]([C:5](=[O:6])[O:7][CH2:19][CH3:20])[cH:8][cH:9][c:10]1[Cl:11]. Product: CCOC(=O)c1ccc(Cl)c(Br)c1. The reactants are FC1=C(C=CC=C1)C=1C2=C(N=C(N1)SC)NC(C=C2)=O (4-(2-fluoro-phenyl)-2-methylsulfanyl-8H-pyrido[2,3-d]pyrimidin-7-one), ICC (iodoethane). The product is C(C)N1C(C=CC2=C1N=C(N=C2C2=C(C=CC=C2)F)SC)=O (8-ethyl-4-(2-fluoro-phenyl)-2-methylsulfanyl-8H-pyrido[2,3-d]pyrimidin-7-one). RXN SMILES: [F:1][C:2]1[CH:7]=[CH:6][CH:5]=[CH:4][C:3]=1[C:8]1[C:9]2[CH:19]=[CH:18][C:17](=[O:20])[NH:16][C:10]=2[N:11]=[C:12]([S:14][CH3:15])[N:13]=1.I[CH2:22][CH3:23]>>[CH2:22]([N:16]1[C:10]2[N:11]=[C:12]([S:14][CH3:15])[N:13]=[C:8]([C:3]3[CH:4]=[CH:5][CH:6]=[CH:7][C:2]=3[F:1])[C:9]=2[CH:19]=[CH:18][C:17]1=[O:20])[CH3:23]. Reported procedure: Prepared as described above in Example 108 starting from 4-(2-fluoro-phenyl)-2-methylsulfanyl-8H-pyrido[2,3-d]pyrimidin-7-one and iodoethane to afford the title compound 8-ethyl-4-(2-fluoro-phenyl)-2-methylsulfanyl-8H-pyrido[2,3-d]pyrimidin-7-one. LC MS (m/e)=316 (MH+). Rt=2.29 min Reactants: NC1=CC(=C(OC2=C3C(=NC=C2)C=C(S3)NC3=CC(=CC=C3)OC)C=C1)F (7-(4-Amino-2-fluorophenoxy)-N-(3-methoxyphenyl)thieno[3,2-b]pyridin-2-amine), COC1=C(C=CC=C1)CC(=O)N=C=S (2-(2-methoxyphenyl)acetyl isothiocyanate). Run in CCO.C1(=CC=CC=C1)C (EtOH toluene). Run at time 2 hour. The product is FC=1C=C(C=CC1OC1=C2C(=NC=C1)C=C(S2)NC2=CC(=CC=C2)OC)NC(=S)NC(CC2=C(C=CC=C2)OC)=O (N-(3-Fluoro-4-(2-(3-methoxyphenylamino)thieno[3,2-b]pyridin-7-yloxy)phenylcarbamothioyl)-2-(2-methoxyphenyl)acetamide). Isolated yield 25.5%. Reaction SMILES: [NH2:1][C:2]1[CH:26]=[CH:25][C:5]([O:6][C:7]2[CH:12]=[CH:11][N:10]=[C:9]3[CH:13]=[C:14]([NH:16][C:17]4[CH:22]=[CH:21][CH:20]=[C:19]([O:23][CH3:24])[CH:18]=4)[S:15][C:8]=23)=[C:4]([F:27])[CH:3]=1.[CH3:28][O:29][C:30]1[CH:35]=[CH:34][CH:33]=[CH:32][C:31]=1[CH2:36][C:37]([N:39]=[C:40]=[S:41])=[O:38]>CCO.C1(C)C=CC=CC=1>[F:27][C:4]1[CH:3]=[C:2]([NH:1][C:40]([NH:39][C:37](=[O:38])[CH2:36][C:31]2[CH:32]=[CH:33][CH:34]=[CH:35][C:30]=2[O:29][CH3:28])=[S:41])[CH:26]=[CH:25][C:5]=1[O:6][C:7]1[CH:12]=[CH:11][N:10]=[C:9]2[CH:13]=[C:14]([NH:16][C:17]3[CH:22]=[CH:21][CH:20]=[C:19]([O:23][CH3:24])[CH:18]=3)[S:15][C:8]=12 |f:2.3|. Reported procedure: A solution of 449 (40 mg, 0.10 mmol) in 1:1 mixture of EtOH/toluene (2 mL) was treated with 2-(2-methoxyphenyl)acetyl isothiocyanate (394 mg, 2.22 mmol) and stirred at room temperature for 2 hours. The reaction mixture was then concentrated and purified by flash chromatography using the gradient 75-100% EtOAc in hexanes as an eluent, yielding 447 (15 mg, 24% yield). CDCl3 12.39 (s, 1H), 9.47 (s, 1H), 8.34 (d, J=5.7 Hz, 1H), 7.92 (dd, J=2.0, 11.8 Hz, 1H), 7.36 (m, 2H), 7.22 (m, 2H), 7.01 (m, 3H),... Starting materials: CC(C)(C)OC(=O)c1ccc(-c2c(F)cccc2Cl)cc1NC(=O)c1ccccc1, O=C(O)C(F)(F)F. Product: O=C(Nc1cc(-c2c(F)cccc2Cl)ccc1C(=O)O)c1ccccc1. As a reaction SMILES: [C:1]([c:2]1[cH:3][cH:4][cH:5][cH:6][cH:7]1)(=[O:8])[NH:9][c:10]1[c:11]([C:12](=[O:13])[O:14][C:15]([CH3:16])([CH3:17])[CH3:18])[cH:19][cH:20][c:21](-[c:23]2[c:24]([Cl:30])[cH:25][cH:26][cH:27][c:28]2[F:29])[cH:22]1.[OH:31][C:32]([C:33]([F:34])([F:35])[F:36])=[O:37]>>[C:1]([c:2]1[cH:3][cH:4][cH:5][cH:6][cH:7]1)(=[O:8])[NH:9][c:10]1[c:11]([C:12](=[O:13])[OH:14])[cH:19][cH:20][c:21](-[c:23]2[c:24]([Cl:30])[cH:25][cH:26][cH:27][c:28]2[F:29])[cH:22]1. The reactants are BrCC(=C)C (3-bromo-2-methylpropene), COC(=O)C1CCN(CC1)C(=O)OC(C)(C)C (N-Boc-piperidine-4-carboxylic acid methyl ester), [Li+].CC(C)[N-]C(C)C (LDA). Solvent: C1CCOC1 (THF), C1CCOC1 (THF), C1CCOC1 (THF). Run at time 1 hour. The product is CC(CC1(CCN(CC1)C(=O)OC(C)(C)C)C(=O)OC)=C (1-tert-Butyl 4-methyl 4-(2-methylallyl)piperidine-1,4-dicarboxylate). RXN SMILES: [CH3:1][O:2][C:3]([CH:5]1[CH2:10][CH2:9][N:8]([C:11]([O:13][C:14]([CH3:17])([CH3:16])[CH3:15])=[O:12])[CH2:7][CH2:6]1)=[O:4].[Li+].CC([N-]C(C)C)C.Br[CH2:27][C:28]([CH3:30])=[CH2:29]>C1COCC1>[CH3:29][C:28](=[CH2:27])[CH2:30][C:5]1([C:3]([O:2][CH3:1])=[O:4])[CH2:6][CH2:7][N:8]([C:11]([O:13][C:14]([CH3:17])([CH3:16])[CH3:15])=[O:12])[CH2:9][CH2:10]1 |f:1.2|. Reported procedure: A solution of N-Boc-piperidine-4-carboxylic acid methyl ester (2.00 g, 8.22 mmol) in THF (40 mL) was cooled to −78° C. Under nitrogen, a 2.0 M THF solution of LDA (6.17 mL, 12.3 mmol) was added dropwise. The reaction mixture was stirred at −78° C. for 30 minutes before a solution of 3-bromo-2-methylpropene (1.60 g, 11.9 mmol) in THF (2 mL) was added. After the reaction was stirred for 1 hour at this temperature, a sample was taken for LC-MS analysis and it showed that the reaction was completed.... Reactants: C(=O)(OC(C)(C)C)N1CCC(CC1)=O (boc-4-piperidone), C(C)(=O)O (acetic acid), N[C@H](C(C)(O)C)C1=CC=CC=C1 ((S)-1-amino-2-methyl-1-phenylpropan-2-ol), C(C)(=O)O[BH-](OC(C)=O)OC(C)=O.[Na+] (sodium triacetoxyborohydride). Run in C(Cl)Cl (DCM). Conditions: time 3 hour. The product is OC([C@H](C1=CC=CC=C1)NC1CCN(CC1)C(=O)OC(C)(C)C)(C)C ((S)-tert-butyl 4-((2-hydroxy-2-methyl-1-phenylpropyl)amino)piperidine-1-carboxylate). Reaction SMILES: [C:1]([N:8]1[CH2:13][CH2:12][C:11](=O)[CH2:10][CH2:9]1)([O:3][C:4]([CH3:7])([CH3:6])[CH3:5])=[O:2].C(O)(=O)C.[NH2:19][C@@H:20]([C:25]1[CH:30]=[CH:29][CH:28]=[CH:27][CH:26]=1)[C:21]([CH3:24])([OH:23])[CH3:22].C(O[BH-](OC(=O)C)OC(=O)C)(=O)C.[Na+]>C(Cl)Cl>[OH:23][C:21]([CH3:24])([CH3:22])[C@@H:20]([NH:19][CH:11]1[CH2:12][CH2:13][N:8]([C:1]([O:3][C:4]([CH3:7])([CH3:6])[CH3:5])=[O:2])[CH2:9][CH2:10]1)[C:25]1[CH:26]=[CH:27][CH:28]=[CH:29][CH:30]=1 |f:3.4|. Reported procedure: To a flask charged with boc-4-piperidone (2.412 g, 12.10 mmol, Alfa-Aesar) was added DCM (60.5 mL), acetic acid (0.901 mL, 15.74 mmol), (S)-1-amino-2-methyl-1-phenylpropan-2-ol (2 g, 12.10 mmol, BOC Scientific) and sodium triacetoxyborohydride (3.59 g, 16.95 mmol) respectively. The resulting orange suspension was stirred at room temperature for 3 h. LCMS indicated good conversion to desired product. To the mixture was added saturated NaHCO3 and K2CO3 pellets. The mixture was transferred to a sep... Starting materials: [C-]#N.[K+] (potassium cyanide), C1COCCOCCOCCOCCOCCO1 (18-crown-6), [I-].[K+] (potassium iodide), ice water, C(C1=CC=CC=C1)OC(=O)N[C@H](CC1=C(C=CC(=C1)C)S(=O)(=O)[O-])C1=CC=CC=C1 (((R)-2-benzyloxycarbonylamino-2-phenylethyl)-4-methylphenylsulphonate). Run in CN(C=O)C (dimethylformamide). Conditions: temperature 50 celsius, time 20 hour. Yields the product C(C1=CC=CC=C1)OC(=O)N[C@@H](CC#N)C1=CC=CC=C1 ((S)-3-Benzyloxycarbonylamino-3-phenylpropionitrile). RXN SMILES: [CH2:1]([O:8][C:9]([NH:11][C@@H:12]([C:25]1[CH:30]=[CH:29][CH:28]=[CH:27][CH:26]=1)[CH2:13][C:14]1C=C(C)C=CC=1S([O-])(=O)=O)=[O:10])[C:2]1[CH:7]=[CH:6][CH:5]=[CH:4][CH:3]=1.[C-]#[N:32].[K+].C1OCCOCCOCCOCCOCCOC1.[I-].[K+]>CN(C)C=O>[CH2:1]([O:8][C:9]([NH:11][C@H:12]([C:25]1[CH:30]=[CH:29][CH:28]=[CH:27][CH:26]=1)[CH2:13][C:14]#[N:32])=[O:10])[C:2]1[CH:7]=[CH:6][CH:5]=[CH:4][CH:3]=1 |f:1.2,4.5|. Procedure details: 60.5 g of ((R)-2-benzyloxycarbonylamino-2-phenylethyl)-4-methylphenylsulphonate (142.2 mmol) are dissolved in 675 ml of dimethylformamide. 13.9 g of potassium cyanide (213.3 mmol), 5.64 g of 18-crown-6 (21.33 mmol) and 520 mg of potassium iodide (3.13 mmol) are added and the mixture is stirred at 50° C. for 20 hours. The reaction solution is poured into 500 ml of ice water and this mixture is subsequently stirred at 0° C. for 5 hours. The mixture is filtered with suction and the precipitate is d...